From a dataset of the Open Reaction Database (ORD), a public repository of structured organic reaction records. describe an organic reaction: reactants, conditions, products, and yield Reactants: C=CC1CN(Cc2ccccc2)CCN1Cc1ccccc1, B1C2CCCC1CCC2, [Na+], C1CCOC1, [OH-], OO. The product is OCCC1CN(Cc2ccccc2)CCN1Cc1ccccc1. Reaction SMILES: [CH2:1]([c:2]1[cH:3][cH:4][cH:5][cH:6][cH:7]1)[N:8]1[CH:9]([CH:21]=[CH2:22])[CH2:10][N:11]([CH2:14][c:15]2[cH:16][cH:17][cH:18][cH:19][cH:20]2)[CH2:12][CH2:13]1.[CH:23]12[CH2:24][CH2:25][CH2:26][CH:27]([BH:28]1)[CH2:29][CH2:30][CH2:31]2.[Na+:35].[O:36]1[CH2:37][CH2:38][CH2:39][CH2:40]1.[OH-:34].[OH:32][OH:33]>>[CH2:1]([c:2]1[cH:3][cH:4][cH:5][cH:6][cH:7]1)[N:8]1[CH:9]([CH2:21][CH2:22][OH:32])[CH2:10][N:11]([CH2:14][c:15]2[cH:16][cH:17][cH:18][cH:19][cH:20]2)[CH2:12][CH2:13]1. Solvent: CN(C)C=O (DMF), CN(C)C=O (DMF). Reactants: ClC=1C(=C(C(=NC1)N)N)OC (5-Chloro-4-methoxypyridin-2,3-diamine), OCCOC1=CC=C(C=O)C=C1 (4-(2-Hydroxyethoxy)benzaldehyde). Reaction SMILES: [Cl:1][C:2]1[C:3]([O:10][CH3:11])=[C:4]([NH2:9])[C:5]([NH2:8])=[N:6][CH:7]=1.[OH:12][CH2:13][CH2:14][O:15][C:16]1[CH:23]=[CH:22][C:19]([CH:20]=O)=[CH:18][CH:17]=1>CN(C=O)C.O.O.O.O.O.O.[Fe](Cl)(Cl)Cl>[Cl:1][C:2]1[C:3]([O:10][CH3:11])=[C:4]2[N:9]=[C:20]([C:19]3[CH:22]=[CH:23][C:16]([O:15][CH2:14][CH2:13][OH:12])=[CH:17][CH:18]=3)[NH:8][C:5]2=[N:6][CH:7]=1 |f:3.4.5.6.7.8.9|. Yields the product ClC=1C(=C2C(=NC1)NC(=N2)C2=CC=C(OCCO)C=C2)OC (2-[4-(6-Chloro-7-methoxy-3H-imidazo[4,5-b]pyridin-2-yl)phenoxy]ethanol). The reagents and catalysts are O.O.O.O.O.O.[Fe](Cl)(Cl)Cl (Iron(III)chloride hexahydrate). Conditions: temperature 110 celsius. Procedure details: 5-Chloro-4-methoxypyridin-2,3-diamine (0.498 g, 2.9 mmol) was dissolved in DMF (7 ml). Iron(III)chloride hexahydrate (0.06 g, 0.2 mmol) was added and the mixture heated to is 80° C. 4-(2-Hydroxyethoxy)benzaldehyde (0.48 g, 2.9 mmol) dissolved in DMF (4 ml) was added dropwise, and the reaction mixture was heated at 110° C. for 11 h with air bubbling through the solution. The solvent was removed by evaporation, the solid residue was dissolved in warm methanol and filtered through a short plug of s...